Dataset: the Open Reaction Database (ORD), a public repository of structured organic reaction records. Task: describe an organic reaction: reactants, conditions, products, and yield Starting materials: COC=1C=C(C=C(C1OC)OC)C(C=CC1=CC=NC=C1)=O (3',4',5'-trimethoxy-3-(4-pyridyl)-acrylophenone), CC[O-].[Na+] (sodium ethylate solution), [N+](=O)([O-])C(C)C (2-nitropropane), C(C)O (ethanol). Run in C(Cl)Cl (methylene chloride). The product is COC=1C=C(C=C(C1OC)OC)C(CC(C(C)([N+](=O)[O-])C)C1=CC=NC=C1)=O (3',4',5'-trimethoxy-4-methyl-4-nitro-3-(4-pyridyl)-valerophenone). Reaction SMILES: [CH3:1][O:2][C:3]1[CH:4]=[C:5]([C:13](=[O:22])[CH:14]=[CH:15][C:16]2[CH:21]=[CH:20][N:19]=[CH:18][CH:17]=2)[CH:6]=[C:7]([O:11][CH3:12])[C:8]=1[O:9][CH3:10].[N+:23]([CH:26]([CH3:28])[CH3:27])([O-:25])=[O:24].C(O)C.CC[O-].[Na+]>C(Cl)Cl>[CH3:1][O:2][C:3]1[CH:4]=[C:5]([C:13](=[O:22])[CH2:14][CH:15]([C:16]2[CH:17]=[CH:18][N:19]=[CH:20][CH:21]=2)[C:26]([CH3:28])([N+:23]([O-:25])=[O:24])[CH3:27])[CH:6]=[C:7]([O:11][CH3:12])[C:8]=1[O:9][CH3:10] |f:3.4|. Reported procedure: A solution of 40 g. of 3',4',5'-trimethoxy-3-(4-pyridyl)-acrylophenone and 24 g. of 2-nitropropane in 270 ml. of ethanol is heated at reflux with stirring under a nitrogen atmosphere. Within 1 hour there is added dropwise a sodium ethylate solution (manufactured from 1.35 g. of sodium and 27 ml. of ethanol). The reaction mixture left standing for a half hour to react further is then evaporated under reduced pressure. The residue results is taken up in methylene chloride, washed with water, dried... Starting materials: C1(=CC=CC=C1)C (toluene), C(C)(=O)OCCC (propyl acetate), C[Sn](C)(C)C (tetramethyl tin), polyolefin, C1(=CC=CC=C1)C (toluene), C=C (ethylene). The reagents and catalysts are [W](Cl)(Cl)(Cl)(Cl)(Cl)Cl (tungsten hexachloride). Solvent: CO (methanol). Reaction conditions: temperature 80 celsius, time 2 hour. Product: C=C.C=CC.C=CC=C (ethylene/propylene 1,3-butadiene). RXN SMILES: [C:1]1(C)[CH:6]=CC=[CH:3][CH:2]=1.C(O[CH2:12][CH2:13][CH3:14])(=O)C.C[Sn](C)(C)C.C=C>[W](Cl)(Cl)(Cl)(Cl)(Cl)Cl.CO>[CH2:1]=[CH2:2].[CH2:12]=[CH:13][CH3:14].[CH2:6]=[CH:1][CH:2]=[CH2:3] |f:6.7.8|. Procedure details: Next, 5 g of the obtained polyolefin copolymer and 750 mL of dried toluene were charged into a 2000-mL SUS autoclave thoroughly purged with a nitrogen gas, and then, after the inner temperature of the autoclave was raised to 80° C., the mixture was agitated for 2 hours to dissolve the polyolefin copolymer. Thereafter, the inside of the polymerization vessel was pressurized to 0.8 MPa with ethylene. Then, a toluene solution containing 0.75 mmol of tungsten hexachloride, 7.5 mmol of propyl acetate... The reactants are CCNC(=O)c1ccc(-n2nnc(C(=O)NC3CC3)c2CCCOS(C)(=O)=O)cc1, CS(C)=O, N#C[K], O. The product is CCNC(=O)c1ccc(-n2nnc(C(=O)NC3CC3)c2CCCC#N)cc1. As a reaction SMILES: [CH3:1][S:2]([O:3][CH2:6][CH2:7][CH2:8][c:9]1[c:10]([C:25](=[O:26])[NH:27][CH:28]2[CH2:29][CH2:30]2)[n:11][n:12][n:13]1-[c:14]1[cH:15][cH:16][c:17]([C:20](=[O:21])[NH:22][CH2:23][CH3:24])[cH:18][cH:19]1)(=[O:4])=[O:5].[CH3:35][S:36]([CH3:37])=[O:38].[K:31][C:32]#[N:33].[OH2:34]>>[CH2:6]([CH2:7][CH2:8][c:9]1[c:10]([C:25](=[O:26])[NH:27][CH:28]2[CH2:29][CH2:30]2)[n:11][n:12][n:13]1-[c:14]1[cH:15][cH:16][c:17]([C:20](=[O:21])[NH:22][CH2:23][CH3:24])[cH:18][cH:19]1)[C:32]#[N:33].